From a dataset of the Open Reaction Database (ORD), a public repository of structured organic reaction records. describe an organic reaction: reactants, conditions, products, and yield Starting materials: O=C([O-])[O-], CS(C)=O, Clc1ccnc(Cl)c1, [Cs+], [Cs+], Nc1cccc(O)c1, O. Yields the product Nc1cccc(Oc2ccnc(Cl)c2)c1. Reaction SMILES: [C:9](=[O:10])([O-:11])[O-:12].[CH3:23][S:24]([CH3:25])=[O:26].[Cl:15][c:16]1[n:17][cH:18][cH:19][c:20]([Cl:22])[cH:21]1.[Cs+:13].[Cs+:14].[NH2:1][c:2]1[cH:3][cH:4][cH:5][c:6]([OH:7])[cH:8]1.[OH2:27]>>[NH2:1][c:2]1[cH:3][cH:4][cH:5][c:6]([O:7][c:20]2[cH:19][cH:18][n:17][c:16]([Cl:15])[cH:21]2)[cH:8]1.